This data is from the Open Reaction Database (ORD), a public repository of structured organic reaction records. The task is: describe an organic reaction: reactants, conditions, products, and yield The reactants are CC(c1ccc(Br)cc1)N1CCC(CC(C)(C)O)(c2ccc(F)cc2)OC1=O, OB(O)c1ccccn1. The product is CC(c1ccc(-c2ccccn2)cc1)N1CCC(CC(C)(C)O)(c2ccc(F)cc2)OC1=O. As a reaction SMILES: [Br:1][c:2]1[cH:3][cH:4][c:5]([CH:8]([CH3:9])[N:10]2[C:11](=[O:28])[O:12][C:13]([CH2:16][C:17]([CH3:18])([CH3:19])[OH:20])([c:21]3[cH:22][cH:23][c:24]([F:27])[cH:25][cH:26]3)[CH2:14][CH2:15]2)[cH:6][cH:7]1.[n:29]1[c:30]([B:35]([OH:36])[OH:37])[cH:31][cH:32][cH:33][cH:34]1>>[c:2]1(-[c:30]2[n:29][cH:34][cH:33][cH:32][cH:31]2)[cH:3][cH:4][c:5]([CH:8]([CH3:9])[N:10]2[C:11](=[O:28])[O:12][C:13]([CH2:16][C:17]([CH3:18])([CH3:19])[OH:20])([c:21]3[cH:22][cH:23][c:24]([F:27])[cH:25][cH:26]3)[CH2:14][CH2:15]2)[cH:6][cH:7]1.